Dataset: the Open Reaction Database (ORD), a public repository of structured organic reaction records. Task: describe an organic reaction: reactants, conditions, products, and yield Starting materials: BrN1C(CCC1=O)=O (N-bromosuccinimide), C(CC=C)C1=NC=C2C(NC=3C(=NC(=NC3N21)N2C=NC=C2)CC)=O (9-(3-Butenyl)-2-(1H-imidazol-1-yl)-4-ethylimidazo[5,1-h]pteridin-6(5H)-one), 9/1, C(C)(=O)O.O (acetic acid water). Reagents/catalysts: C(C)(=O)[O-].[Ag+] (silver acetate). The solvent is C(C)(=O)O (acetic acid). Conditions: time 24 hour. The product is OC(CCC1=NC=C2C(NC=3C(=NC(=NC3N21)N2C=NC=C2)CC)=O)CO (9-(3,4-Dihydroxybutyl)-4-ethyl-2-(1H-imidazol-1-yl)imidazo[5,1-h]pteridin-6(5H)-one). RXN SMILES: C(C1[N:17]2[C:8]([C:9](=[O:25])[NH:10][C:11]3[C:12]([CH2:23][CH3:24])=[N:13][C:14]([N:18]4[CH:22]=[CH:21][N:20]=[CH:19]4)=[N:15][C:16]=32)=[CH:7]N=1)CC=C.Br[N:27]1[C:31](=O)[CH2:30][CH2:29][C:28]1=[O:33].[C:34](O)(=[O:36])C.O>C(O)(=O)C.C([O-])(=O)C.[Ag+]>[OH:33][CH:28]([CH2:34][OH:36])[CH2:29][CH2:30][C:31]1[N:17]2[C:8]([C:9](=[O:25])[NH:10][C:11]3[C:12]([CH2:23][CH3:24])=[N:13][C:14]([N:18]4[CH:22]=[CH:21][N:20]=[CH:19]4)=[N:15][C:16]=32)=[CH:7][N:27]=1 |f:2.3,5.6|. Reported procedure: Dissolve 5.25 g (15.7 mmol) of the product of Example 9i in 100 mL of acetic acid at 0° C. Add 2.79 g (15.7 mmol) of N-bromosuccinimide and 2.61 g (15.6 mmol) of silver acetate, and stir the mixture at ambient temperature for 24 hours. Add 500 mL of 9/1 acetic acid/water and heat to 90° C. for 16 hours. Filter the mixture through Celite, evaporate the solvent, and dissolve the residue in 1 N HCl. Treat the solution with charcoal, filter, and make basic with concentrated NH4OH. Collect the precip... The reactants are Cc1c(C=O)cn2ncc(C#N)c(Nc3ccc(Oc4ccccc4)cc3)c12, ClCCl, ClC(Cl)Cl, NCc1ccccc1, CN(C)C=O. The product is Cc1c(CNCc2ccccc2)cn2ncc(C#N)c(Nc3ccc(Oc4ccccc4)cc3)c12. RXN SMILES: [CH:9](=[O:10])[c:11]1[c:12]([CH3:36])[c:13]2[n:14]([n:15][cH:16][c:17]([C:33]#[N:34])[c:18]2[NH:19][c:20]2[cH:21][cH:22][c:23]([O:26][c:27]3[cH:28][cH:29][cH:30][cH:31][cH:32]3)[cH:24][cH:25]2)[cH:35]1.[Cl:37][CH2:38][Cl:39].[Cl:45][CH:46]([Cl:47])[Cl:48].[NH2:1][CH2:2][c:3]1[cH:4][cH:5][cH:6][cH:7][cH:8]1.[O:40]=[CH:41][N:42]([CH3:43])[CH3:44]>>[NH:1]([CH2:2][c:3]1[cH:4][cH:5][cH:6][cH:7][cH:8]1)[CH2:9][c:11]1[c:12]([CH3:36])[c:13]2[n:14]([n:15][cH:16][c:17]([C:33]#[N:34])[c:18]2[NH:19][c:20]2[cH:21][cH:22][c:23]([O:26][c:27]3[cH:28][cH:29][cH:30][cH:31][cH:32]3)[cH:24][cH:25]2)[cH:35]1. The reactants are [N+](=O)([O-])C=1C=C(C=CC1)CC(=O)N[C@@H](C)C(=O)O (N-(3-nitrophenylacetyl)-L-alanine), Cl.C(C)OC([C@@H](N)C(C)C)=O (L-valine ethyl ester hydrochloride). Solvent: C(Cl)(Cl)Cl.CO (CHCl3 MeOH). The product is C(C)OC([C@@H](NC([C@@H](NC(CC1=CC(=CC=C1)[N+](=O)[O-])=O)C)=O)C(C)C)=O (N-[N-(3-Nitrophenylacetyl)-L-alaninyl]-L-valine Ethyl Ester). As a reaction SMILES: [N+:1]([C:4]1[CH:5]=[C:6]([CH2:10][C:11]([NH:13][C@H:14]([C:16]([OH:18])=O)[CH3:15])=[O:12])[CH:7]=[CH:8][CH:9]=1)([O-:3])=[O:2].Cl.[CH2:20]([O:22][C:23](=[O:29])[C@H:24]([CH:26]([CH3:28])[CH3:27])[NH2:25])[CH3:21]>C(Cl)(Cl)Cl.CO>[CH2:20]([O:22][C:23](=[O:29])[C@H:24]([CH:26]([CH3:28])[CH3:27])[NH:25][C:16](=[O:18])[C@H:14]([CH3:15])[NH:13][C:11](=[O:12])[CH2:10][C:6]1[CH:7]=[CH:8][CH:9]=[C:4]([N+:1]([O-:3])=[O:2])[CH:5]=1)[CH3:21] |f:1.2,3.4|. Procedure details: Following General Procedure C and using N-(3-nitrophenylacetyl)-L-alanine (from Example D11 above) and L-valine ethyl ester hydrochloride (Aldrich), the title compound was prepared as a solid. The reaction was monitored by tlc (Rf =0.2 in 97:3 CHCl3/MeOH) and the product was purified by silica gel chromatography using 97:3 CHCl3/MeOH as the eluent. The yield is 93.3%. Product: C[C@]1(CCC[C@@]2(C3CCC(C=C3C=CC12)C(C)C)C)C(=O)Cl ((1R,4aR)-1,4a-dimethyl-7-(propan-2-yl)-1,2,3,4,4a,4b,5,6,7,10a-decahydrophenanthrene-1-carbonyl chloride). RXN SMILES: [CH3:1][CH:2]([CH:4]1[CH:9]=[C:8]2[CH2:10][CH2:11][CH:12]3[C:17]([C:19](O)=[O:20])([CH3:18])[CH2:16][CH2:15][CH2:14][C:13]3([CH3:22])[CH:7]2[CH2:6][CH2:5]1)[CH3:3].P(Cl)(Cl)[Cl:24].CN(C=O)C>C1COCC1>[CH3:18][C@:17]1([C:19]([Cl:24])=[O:20])[CH:12]2[C@@:13]([CH3:22])([CH:7]3[C:8]([CH:10]=[CH:11]2)=[CH:9][CH:4]([CH:2]([CH3:1])[CH3:3])[CH2:5][CH2:6]3)[CH2:14][CH2:15][CH2:16]1. Run in C1CCOC1 (THF). Starting materials: CC(C)C1CCC2C(=C1)CCC3C2(CCCC3(C)C(=O)O)C (dihydroabietic acid), P(Cl)(Cl)Cl (phosphorous (III) chloride), CN(C)C=O (DMF). Procedure: A mixture of dihydroabietic acid (1.0 eq. 9.95 mmol), phosphorous (III) chloride (1.1 eq. 10.95 mmol) and DMF (0.1 ml) is refluxed overnight in THF (20 ml). The reaction mass is filtered under suction and concentrated under vacuum to give 2.98 g (93%) yellow oil. The compound is used immediately for the next step without any purification.